From a dataset of the Open Reaction Database (ORD), a public repository of structured organic reaction records. describe an organic reaction: reactants, conditions, products, and yield Starting materials: Cl.N1(CCCC1)C(=O)C1(CCCCC1)N (1-(Pyrrolidin-1-ylcarbonyl)cyclohexanamine hydrochloride), [OH-].[Na+] (Sodium hydroxide), S(=O)(=O)([O-])[O-].[Na+].[Na+] (sodium sulfate), [H-].[H-].[H-].[H-].[Li+].[Al+3] (LAH). Run in C1CCOC1 (THF). Yields the product N1(CCCC1)CC1(CCCCC1)N (1-(pyrrolidin-1-ylmethyl)cyclohexanamine). RXN SMILES: Cl.[N:2]1([C:7]([C:9]2([NH2:15])[CH2:14][CH2:13][CH2:12][CH2:11][CH2:10]2)=O)[CH2:6][CH2:5][CH2:4][CH2:3]1.[H-].[H-].[H-].[H-].[Li+].[Al+3].[OH-].[Na+].S([O-])([O-])(=O)=O.[Na+].[Na+]>C1COCC1>[N:2]1([CH2:7][C:9]2([NH2:15])[CH2:10][CH2:11][CH2:12][CH2:13][CH2:14]2)[CH2:6][CH2:5][CH2:4][CH2:3]1 |f:0.1,2.3.4.5.6.7,8.9,10.11.12|. Reported procedure: 1-(Pyrrolidin-1-ylcarbonyl)cyclohexanamine hydrochloride was added under ice-cooling to a THF solution of LAH, followed by heating under reflux for 3 hours. Sodium hydroxide aqueous solution and sodium sulfate were added to the reaction liquid, followed by filtering. By concentrating the filtrate under a reduced pressure, 1-(pyrrolidin-1-ylmethyl)cyclohexanamine was obtained.